This data is from the Open Reaction Database (ORD), a public repository of structured organic reaction records. The task is: describe an organic reaction: reactants, conditions, products, and yield Reactants: C(C1=CC=CC=C1)[N+]1=CC=2CCC3=C(C2C=C1)N(C(=C3C(N)=O)C3=C(C=CC=C3)C)C (7-benzyl-3-carbamoyl-1-methyl-2-o-tolyl-4,5-dihydro-1H-pyrrolo[2,3-f]isoquinolin-7-ium), [Br-] (bromide), CC(C)([O-])C.[K+] (potassium tert-butoxide). Run in CS(=O)C (DMSO), C1CCOC1 (THF). Yields the product CN1C(=C(C2=C1C=1C=CN=CC1CC2)C(=O)N)C2=C(C=CC=C2)C (1-Methyl-2-o-tolyl-4,5-dihydro-1H-pyrrolo[2,3-f]isoquinoline-3-carboxylic acid amide). As a reaction SMILES: C([N+:8]1[CH:17]=[CH:16][C:15]2[C:14]3[N:18]([CH3:31])[C:19]([C:24]4[CH:29]=[CH:28][CH:27]=[CH:26][C:25]=4[CH3:30])=[C:20]([C:21](=[O:23])[NH2:22])[C:13]=3[CH2:12][CH2:11][C:10]=2[CH:9]=1)C1C=CC=CC=1.[Br-].CC(C)([O-])C.[K+]>CS(C)=O.C1COCC1>[CH3:31][N:18]1[C:14]2[C:15]3[CH:16]=[CH:17][N:8]=[CH:9][C:10]=3[CH2:11][CH2:12][C:13]=2[C:20]([C:21]([NH2:22])=[O:23])=[C:19]1[C:24]1[CH:29]=[CH:28][CH:27]=[CH:26][C:25]=1[CH3:30] |f:2.3|. Reported procedure: To a solution of 7-benzyl-3-carbamoyl-1-methyl-2-o-tolyl-4,5-dihydro-1H-pyrrolo[2,3-f]isoquinolin-7-ium; bromide XXV (1.64 mmol) in dry DMSO (1 mL), 1M potassium tert-butoxide (11.5 mmol) in THF was added. The solution was bubbled with dry air overnight. Volatiles were removed, the residue was suspended in DCM, washed with water, dried (Na2SO4), filtered and the solvent evaporated. Chromatography on silica gel (eluant: DCM/MeOH 20:1) afforded the desired compound. The reactants are O=C(NC(Cc1ccccc1)C(=O)O)OCC1c2ccccc2-c2ccccc21, C1CCNCC1, CN(C)C=O. Product: NC(Cc1ccccc1)C(=O)O. RXN SMILES: [C:1]([O:2][CH2:3][CH:4]1[c:5]2[c:6]([cH:7][cH:8][cH:9][cH:10]2)-[c:11]2[c:12]1[cH:13][cH:14][cH:15][cH:16]2)(=[O:17])[NH:18][CH:19]([CH2:20][c:21]1[cH:22][cH:23][cH:24][cH:25][cH:26]1)[C:27](=[O:28])[OH:29].[CH2:30]1[CH2:31][CH2:32][NH:33][CH2:34][CH2:35]1.[O:36]=[CH:37][N:38]([CH3:39])[CH3:40]>>[NH2:18][CH:19]([CH2:20][c:21]1[cH:22][cH:23][cH:24][cH:25][cH:26]1)[C:27](=[O:28])[OH:29]. The reactants are ClCC1=CC=C(C=C1)C1=C(N=C(N1)C1=CC=C(C=C1)[N+](=O)[O-])C(=O)NC=1SC=CN1 (5-(4-chloromethylphenyl)-2-(4-nitrophenyl)-N-(2-thiazolyl)imidazole-4-carboxamide), CNC (dimethylamine). The product is Cl.Cl.CN(C)CC1=CC=C(C=C1)C1=C(N=C(N1)C1=CC=C(C=C1)[N+](=O)[O-])C(=O)NC=1SC=CN1 (5-(4-dimethylaminomethylphenyl)-2-(4-nitrophenyl)-N-(2-thiazolyl)imidazole-4-carboxamide dihydrochloride). RXN SMILES: [Cl:1][CH2:2][C:3]1[CH:8]=[CH:7][C:6]([C:9]2[NH:13][C:12]([C:14]3[CH:19]=[CH:18][C:17]([N+:20]([O-:22])=[O:21])=[CH:16][CH:15]=3)=[N:11][C:10]=2[C:23]([NH:25][C:26]2[S:27][CH:28]=[CH:29][N:30]=2)=[O:24])=[CH:5][CH:4]=1.[CH3:31][NH:32][CH3:33]>>[ClH:1].[ClH:1].[CH3:31][N:32]([CH2:2][C:3]1[CH:8]=[CH:7][C:6]([C:9]2[NH:13][C:12]([C:14]3[CH:19]=[CH:18][C:17]([N+:20]([O-:22])=[O:21])=[CH:16][CH:15]=3)=[N:11][C:10]=2[C:23]([NH:25][C:26]2[S:27][CH:28]=[CH:29][N:30]=2)=[O:24])=[CH:5][CH:4]=1)[CH3:33] |f:2.3.4|. Reported procedure: 5-(4-Chloromethylphenyl)-2-(4-nitrophenyl)-N-(2-thiazolyl)-imidazole-4-carboxamide (900 mg) obtained in Example 94 and 50% aqueous dimethylamine solution (5 ml) were reacted and treated in the same manner as in Example 95 to give 5-(4-dimethylaminomethylphenyl)-2-(4-nitrophenyl)-N-(2-thiazolyl)imidazole-4-carboxamide dihydrochloride (645 mg), melting point 273-279° C. (decomposition). The reactants are COCCCOS(C)(=O)=O, CN(C)C=O, O=Cc1cccc(O)c1. The product is COCCCOc1cccc(C=O)c1. As a reaction SMILES: [CH3:10][O:11][CH2:12][CH2:13][CH2:14][O:15][S:16]([CH3:17])(=[O:18])=[O:19].[O:20]=[CH:21][N:22]([CH3:23])[CH3:24].[OH:1][c:2]1[cH:3][c:4]([CH:5]=[O:6])[cH:7][cH:8][cH:9]1>>[O:1]([c:2]1[cH:3][c:4]([CH:5]=[O:6])[cH:7][cH:8][cH:9]1)[CH2:14][CH2:13][CH2:12][O:11][CH3:10]. As a reaction SMILES: [CH2:28]1[O:29][CH2:30][CH2:31][CH2:32]1.[CH3:26][I:27].[H-:24].[Na+:25].[S:1]=[C:2]1[NH:3][c:4]2[c:5]([cH:20][cH:21][cH:22][cH:23]2)[CH2:6][CH2:7][CH:8]1[NH:9][C:10]([O:11][CH2:12][c:13]1[cH:14][cH:15][cH:16][cH:17][cH:18]1)=[O:19]>>[S:1]([C:2]1=[N:3][c:4]2[c:5]([cH:20][cH:21][cH:22][cH:23]2)[CH2:6][CH2:7][CH:8]1[NH:9][C:10]([O:11][CH2:12][c:13]1[cH:14][cH:15][cH:16][cH:17][cH:18]1)=[O:19])[CH3:26]. Yields the product CSC1=Nc2ccccc2CCC1NC(=O)OCc1ccccc1. Reactants: C1CCOC1, CI, [H-], [Na+], O=C(NC1CCc2ccccc2NC1=S)OCc1ccccc1. The reactants are Br, CC(=O)O, O=C(O)c1cn(C2CC2)c2c(CF)c(-c3ccc4c(c3)CN(C(=O)OCc3ccccc3)C4)c(F)cc2c1=O, Cl, [Na+], [OH-]. Product: O=C(O)c1cn(C2CC2)c2c(CF)c(-c3ccc4c(c3)CNC4)c(F)cc2c1=O. Reaction SMILES: [BrH:45].[C:41]([OH:42])(=[O:43])[CH3:44].[CH2:1]([O:2][C:3](=[O:4])[N:11]1[CH2:12][c:13]2[cH:14][cH:15][c:16](-[c:20]3[c:21]([F:39])[cH:22][c:23]4[c:24](=[O:38])[c:25]([C:35](=[O:36])[OH:37])[cH:26][n:27]([CH:32]5[CH2:33][CH2:34]5)[c:28]4[c:29]3[CH2:30][F:31])[cH:17][c:18]2[CH2:19]1)[c:5]1[cH:6][cH:7][cH:8][cH:9][cH:10]1.[ClH:40].[Na+:47].[OH-:46]>>[NH:11]1[CH2:12][c:13]2[cH:14][cH:15][c:16](-[c:20]3[c:21]([F:39])[cH:22][c:23]4[c:24](=[O:38])[c:25]([C:35](=[O:36])[OH:37])[cH:26][n:27]([CH:32]5[CH2:33][CH2:34]5)[c:28]4[c:29]3[CH2:30][F:31])[cH:17][c:18]2[CH2:19]1. Starting materials: [Al+3], [H-], [H-], [H-], [H-], [Li+], [Na+], C1CCOC1, [OH-], O, CCOC(=O)C1CCC(Oc2ccc3[nH]ncc3c2)CC1. Yields the product OCC1CCC(Oc2ccc3[nH]ncc3c2)CC1. RXN SMILES: [Al+3:2].[H-:1].[H-:4].[H-:5].[H-:6].[Li+:3].[Na+:30].[O:31]1[CH2:32][CH2:33][CH2:34][CH2:35]1.[OH-:29].[OH2:28].[nH:7]1[n:8][cH:9][c:10]2[cH:11][c:12]([O:16][CH:17]3[CH2:18][CH2:19][CH:20]([C:23](=[O:24])[O:25][CH2:26][CH3:27])[CH2:21][CH2:22]3)[cH:13][cH:14][c:15]12>>[nH:7]1[n:8][cH:9][c:10]2[cH:11][c:12]([O:16][CH:17]3[CH2:18][CH2:19][CH:20]([CH2:23][OH:24])[CH2:21][CH2:22]3)[cH:13][cH:14][c:15]12.